describe an organic reaction: reactants, conditions, products, and yield From a dataset of the Open Reaction Database (ORD), a public repository of structured organic reaction records. Starting materials: ( c ), Cl (HCl), NaOH(a), C41H69N5O11, O (H2O), OO (H2O2), N([C@@H]([C@@H](C)CC)C(=O)N[C@@H]([C@H](OC(C)(C)C)C)C(=O)N[C@@H]([C@H](OC(C)(C)C)C)C(=O)N[C@@H](CCCCNC(=O)OC(C)(C)C)C(=O)OC1=CC=CC=C1)C(=O)OCC1=CC=CC=C1 (Z-Ile-Thr(tBu)-Thr(tBu)-Lys(Boc)-OPh). Solvent: CC(=O)O (AcOH), CO (CH3OH), CO (CH3OH), CC(=O)C (acetone). Yields the product C(C1=CC=CC=C1)OC(=O)N[C@@H]([C@@H](C)CC)C(=O)N[C@@H]([C@H](OC(C)(C)C)C)C(=O)N[C@@H]([C@H](OC(C)(C)C)C)C(=O)N[C@@H](CCCCNC(=O)OC(C)(C)C)C(=O)O (N-Benzyloxycarbonyl-L-isoleucyl-O-t-butyl-L-threonyl-O-t-butyl-L-threonyl-Nε -t-butyloxycarbonyl-L-lysine). RXN SMILES: [NH:1]([C:54]([O:56][CH2:57][C:58]1[CH:63]=[CH:62][CH:61]=[CH:60][CH:59]=1)=[O:55])[C@H:2]([C:7]([NH:9][C@H:10]([C:18]([NH:20][C@H:21]([C:29]([NH:31][C@H:32]([C:45]([O:47]C1C=CC=CC=1)=[O:46])[CH2:33][CH2:34][CH2:35][CH2:36][NH:37][C:38]([O:40][C:41]([CH3:44])([CH3:43])[CH3:42])=[O:39])=[O:30])[C@@H:22]([CH3:28])[O:23][C:24]([CH3:27])([CH3:26])[CH3:25])=[O:19])[C@@H:11]([CH3:17])[O:12][C:13]([CH3:16])([CH3:15])[CH3:14])=[O:8])[C@H:3]([CH2:5][CH3:6])[CH3:4].O.OO.Cl>CC(C)=O.CO.CC(O)=O>[CH2:57]([O:56][C:54]([NH:1][C@H:2]([C:7]([NH:9][C@H:10]([C:18]([NH:20][C@H:21]([C:29]([NH:31][C@H:32]([C:45]([OH:47])=[O:46])[CH2:33][CH2:34][CH2:35][CH2:36][NH:37][C:38]([O:40][C:41]([CH3:42])([CH3:44])[CH3:43])=[O:39])=[O:30])[C@@H:22]([CH3:28])[O:23][C:24]([CH3:27])([CH3:26])[CH3:25])=[O:19])[C@@H:11]([CH3:17])[O:12][C:13]([CH3:16])([CH3:15])[CH3:14])=[O:8])[C@H:3]([CH2:5][CH3:6])[CH3:4])=[O:55])[C:58]1[CH:63]=[CH:62][CH:61]=[CH:60][CH:59]=1. Procedure details: Z-Ile-Thr(tBu)-Thr(tBu)-Lys(Boc)-OPh (0.884 g, 1.0 mmol) was dissolved in 25 ml acetone and 4 ml H2O added followed by the addition of 3% H2O2 (1.16 ml, 1.0 mmol) and the solution stirred magnetically. The pH was adjusted to, and maintained at, 10.5 by the addition of 0.1N NaOH(a) after stirring at pH 10.5 for 1.5 h, 0.1N HCl was added until the reaction mixture reached pH 3. The white solid which formed was collected by filtration,(b) washed with H2O (~60 ml) and dried in vacuo to yield 0.781 g... Reactants: C(C)(=O)O[C@H]1[C@H](OC=CCC)O[C@@H]([C@H]([C@@H]1OC(C)=O)OC(C)=O)COC(C)=O (butenyl 2,3,4,6-tetra-O-acetyl-β-D-glucopyranoside), C(C1=CC=CC=C1)S (benzyl thiol), C(C)(=O)O[C@H]1[C@H](OCCCCSCC2=CC=CC=C2)O[C@@H]([C@H]([C@@H]1OC(C)=O)OC(C)=O)COC(C)=O (4-benzylthiobutyl 2,3,4,6-tetra-O-acetyl-β-D-glucopyranoside), C[O-].[Na+] (sodium methoxide), C(C)(=O)O[C@H]1[C@H](OCCCCSCC2=CC=CC=C2)O[C@@H]([C@H]([C@@H]1OC(C)=O)OC(C)=O)COC(C)=O (4-benzylthiobutyl 2,3,4,6-tetra-O-acetyl-β-D-glucopyranoside). The solvent is O1CCOCC1 (dioxane), CC(C)(C#N)N=NC(C)(C)C#N (AIBN), CO (methanol). The product is O([C@H]1[C@H](O)[C@@H](O)[C@H](O)[C@H](O1)CO)CCCCSCC1=CC=CC=C1 (4-benzylthiobutyl β-D-glucopyranoside). As a reaction SMILES: C(O[C@@H]1[C@@H](OC(=O)C)[C@H](OC(=O)C)[C@@H](COC(=O)C)O[C@H]1OC=CCC)(=O)C.C(S)C1C=CC=CC=1.C([O:40][C@@H:41]1[C@@H:59]([O:60]C(=O)C)[C@H:58]([O:64]C(=O)C)[C@@H:57]([CH2:68][O:69]C(=O)C)[O:56][C@H:42]1[O:43][CH2:44][CH2:45][CH2:46][CH2:47][S:48][CH2:49][C:50]1[CH:55]=[CH:54][CH:53]=[CH:52][CH:51]=1)(=O)C.C[O-].[Na+]>O1CCOCC1.CC(N=NC(C#N)(C)C)(C#N)C.CO>[O:43]([CH2:44][CH2:45][CH2:46][CH2:47][S:48][CH2:49][C:50]1[CH:51]=[CH:52][CH:53]=[CH:54][CH:55]=1)[C@@H:42]1[O:56][C@H:57]([CH2:68][OH:69])[C@@H:58]([OH:64])[C@H:59]([OH:60])[C@H:41]1[OH:40] |f:3.4|. Procedure: 4-benzylthiobutyl β-D-glucopyranoside was synthesized by the following reactions from β-D-glucopyranose. Thus, acetyl 2,3,4,6-tetra-O-acetyl-β-D-glucopyranoside was prepared by exhaustive acetylation of the hydroxyl groups in β-D-glucopyranose by the action of sodium acetate in acetic anhydride. The acetyl 2,3,4,6-tetra-O-acetyl-β-D-glucopyranoside was subsequently reacted with 3-buten-1-ol under catalysis by boron trifluoride diethyl etherate to give butenyl 2,3,4,6-tetra-O-acetyl-β-D-glucopyra... Reactants: C(=O)(OCC)C=1C(=C(C(=NC1C(C)C)C(C)C)C=O)C1=CC=C(C=C1)F (5-Carboethoxy-2,6-diisopropyl-4-(4-fluorophenyl)-3-pyridinecarboxaldehyde), C(CCC)[Li] (n-butyllithium). Solvent: C(C)(=O)OCC.CCCCCC (ethyl acetate hexane). The product is C(C)(C)C1=NC(=C(C(=C1CO)C1=CC=C(C=C1)F)C(CCCC)O)C(C)C ((±)-2,6-Diisopropyl-3-hydroxymethyl-4-(4-fluorophenyl)-5-(1-hydroxy-pentyl)pyridine). As a reaction SMILES: [C:1]([C:6]1[C:7]([C:20]2[CH:25]=[CH:24][C:23]([F:26])=[CH:22][CH:21]=2)=[C:8]([CH:18]=[O:19])[C:9]([CH:15]([CH3:17])[CH3:16])=[N:10][C:11]=1[CH:12]([CH3:14])[CH3:13])(OCC)=[O:2].[CH2:27]([Li])[CH2:28][CH2:29][CH3:30]>C(OCC)(=O)C.CCCCCC>[CH:15]([C:9]1[C:8]([CH2:18][OH:19])=[C:7]([C:20]2[CH:21]=[CH:22][C:23]([F:26])=[CH:24][CH:25]=2)[C:6]([CH:1]([OH:2])[CH2:27][CH2:28][CH2:29][CH3:30])=[C:11]([CH:12]([CH3:13])[CH3:14])[N:10]=1)([CH3:17])[CH3:16] |f:2.3|. Procedure: The title compound was prepared from 5-carboethoxy-2,6-diisopropyl-4-(4-fluorophenyl)-3-pyridinecarboxaldehyde (Example 1, Step E) and n-butyllithium, according to the procedures described in Example 93. 1H NMR (300 MHz, CDCl3): δ 7.16 (m, 4 H), 4.49 (m, 1 H), 4.31 (d, J=5.5 Hz, 2 H), 3.74 (septet, J=6.6 Hz, 1 H), 3.42 (septet, J=6.6 Hz, 1 H), 1.88 (m, 1 H), 1.58 (d, J=3.3 Hz, 1 H), 1.18 (m, 18 H), 0.821 (t, J=4.1 Hz, 3 H). FAB-MS: calcd for (C23H32NFO2) 373, found 374 (M+H). Anal. Calcd for C23... Reactants: C(C)(=O)OCC (Ethyl acetate), solution, [OH-].[Na+] (sodium hydroxide), Cl (hydrochloric acid), C(C(C)C)OC1=C(C(=O)OC)C=CC=C1 (methyl 2-isobutoxybenzoate). Run in O (water), CO (methanol). Conditions: time 2 hour. Yields the product C(C(C)C)OC1=C(C(=O)O)C=CC=C1 (2-isobutoxybenzoic acid). Yield: 102.0%. As a reaction SMILES: [CH2:1]([O:5][C:6]1[CH:15]=[CH:14][CH:13]=[CH:12][C:7]=1[C:8]([O:10]C)=[O:9])[CH:2]([CH3:4])[CH3:3].[OH-].[Na+].C(OCC)(=O)C.Cl>CO.O>[CH2:1]([O:5][C:6]1[CH:15]=[CH:14][CH:13]=[CH:12][C:7]=1[C:8]([OH:10])=[O:9])[CH:2]([CH3:4])[CH3:3] |f:1.2|. Procedure details: In 20 ml of methanol is dissolved 4.1 g of methyl 2-isobutoxybenzoate. After adding 6 ml of 5 mol/L solution of sodium hydroxide, the mixture thus obtained is stirred at ambient temperature for 2 hours. Ethyl acetate and water are added to the reaction mixture, pH is adjusted to 2 with 2 mol/L hydrochloric acid, and the organic layer is separated. The organic layer thus obtained is washed with water and saturated aqueous solution of sodium chloride successively and dried over anhydrous magnesium... Reactants: FC=1C=C2C(C(=CN(C2=CC1N1CC(C(C1)Cl)CNC(C)=O)C=1SC=CC1)C(=O)O)=O (6-fluoro-1-(2-thienyl)-7-(3-acetylaminomethyl-4-chloro-1-pyrrolidinyl)-1,4-dihydro-4-oxoquinoline-3-carboxylic acid), Cl (hydrochloric acid), C(O)([O-])=O.[Na+] (sodium hydrogen carbonate). The product is FC=1C=C2C(C(=CN(C2=CC1N1CC(C(C1)Cl)CN)C=1SC=CC1)C(=O)O)=O (6-fluoro-1-(2-thienyl)-7-(3-aminomethyl-4-chloro-1-pyrrolidinyl)-1,4-dihydro-4-oxoquinoline-3-carboxylic acid). Yield: 89.5%. RXN SMILES: [F:1][C:2]1[CH:3]=[C:4]2[C:9](=[CH:10][C:11]=1[N:12]1[CH2:16][CH:15]([Cl:17])[CH:14]([CH2:18][NH:19]C(=O)C)[CH2:13]1)[N:8]([C:23]1[S:24][CH:25]=[CH:26][CH:27]=1)[CH:7]=[C:6]([C:28]([OH:30])=[O:29])[C:5]2=[O:31].Cl.C(=O)([O-])O.[Na+]>>[F:1][C:2]1[CH:3]=[C:4]2[C:9](=[CH:10][C:11]=1[N:12]1[CH2:16][CH:15]([Cl:17])[CH:14]([CH2:18][NH2:19])[CH2:13]1)[N:8]([C:23]1[S:24][CH:25]=[CH:26][CH:27]=1)[CH:7]=[C:6]([C:28]([OH:30])=[O:29])[C:5]2=[O:31] |f:2.3|. Reported procedure: To 6-fluoro-1-(2-thienyl)-7-(3-acetylaminomethyl-4-chloro-1-pyrrolidinyl)-1,4-dihydro-4-oxoquinoline-3-carboxylic acid (0.43 g) is added 20% hydrochloric acid (8 ml), and the mixture is refluxed for 5 hours. After cooling, the mixture is neutralized with saturated aqueous sodium hydrogen carbonate, the precipitated crystals are separated by filtration and dried. The product is converted into its hydrochloride by treating it with a hydrochloric acid-saturated ethanol, and the resulting crude crys...